From a dataset of the Open Reaction Database (ORD), a public repository of structured organic reaction records. describe an organic reaction: reactants, conditions, products, and yield Starting materials: ClN1C(CCC1=O)=O (N-chlorosuccinimide), [NH4+].[Cl-] (NH4Cl), CC1=CC=C2C(=N1)C=CS2 (5-methylthieno[3,2-b]pyridine), C(C)(C)NC(C)C (N,N-diisopropylamine), [Li]CCCC (n-BuLi). Solvent: C1CCOC1 (THF), C1CCOC1 (THF). Conditions: temperature -78 celsius, time 20 minute. The product is ClC1=CC2=NC(=CC=C2S1)C (2-Chloro-5-methylthieno[3,2-b]pyridine). Isolated yield 81.7%. As a reaction SMILES: [CH3:1][C:2]1[N:7]=[C:6]2[CH:8]=[CH:9][S:10][C:5]2=[CH:4][CH:3]=1.C(NC(C)C)(C)C.[Li]CCCC.[Cl:23]N1C(=O)CCC1=O.[NH4+].[Cl-]>C1COCC1>[Cl:23][C:9]1[S:10][C:5]2[C:6](=[N:7][C:2]([CH3:1])=[CH:3][CH:4]=2)[CH:8]=1 |f:4.5|. Procedure details: To a solution 5-methylthieno[3,2-b]pyridine (3.60 g, 24 mmol) and N,N-diisopropylamine (100 uL) in THF (80 mL) at -78° C. was added dropwise 16 mL of n-BuLi (1.6M, 25.6 mmol). The mixture was stirred at -78° C. for 20 min and then transfered via a cannula to a solution of N-chlorosuccinimide (4.5 g, 34 mmol) in THF (300 mL) at -10° C. The mixture was stirred at -10° C. for 30 min. Saturated NH4Cl solution was then added and the product was extracted with EtOAc, dried over MgSO4, and concentrated... The reactants are FC(CN1C(C2=CC=C(C=C2C1)S[Si](C(C)C)(C(C)C)C(C)C)=O)(F)F (2-(2,2,2-trifluoroethyl)-5-((triisopropylsilyl)sulfanyl)isoindolin-1-one). Solvent: Cl (hydrochloric acid), CO (methanol), O1CCCC1 (tetrahydrofuran). Conditions: time 2 hour. Yields the product FC(CN1C(C2=CC=C(C=C2C1)S)=O)(F)F (2-(2,2,2-trifluoroethyl)-5-mercaptoisoindolin-1-one). Reaction SMILES: [F:1][C:2]([F:26])([F:25])[CH2:3][N:4]1[CH2:12][C:11]2[C:6](=[CH:7][CH:8]=[C:9]([S:13][Si](C(C)C)(C(C)C)C(C)C)[CH:10]=2)[C:5]1=[O:24]>Cl.CO.O1CCCC1>[F:26][C:2]([F:1])([F:25])[CH2:3][N:4]1[CH2:12][C:11]2[C:6](=[CH:7][CH:8]=[C:9]([SH:13])[CH:10]=2)[C:5]1=[O:24]. Procedure details: 2-(2,2,2-trifluoroethyl)-5-((triisopropylsilyl)sulfanyl)isoindolin-1-one was dissolved in a solution of hydrochloric acid in methanol (2 ml) and tetrahydrofuran (2 ml) and stirred at room temperature for 2 hours or until disappearance of starting material. Reaction mixture concentrated to give desired material (quant yield). ES+248 The reactants are ClC1=C(C=CC=C1)B(O)O (2-chlorophenylboronic acid), N1=CC=CC=C1 (pyridine), CC1=NNC=C1C(=O)OC (Methyl 3-methyl-1H-pyrazole-4-carboxylate). The reagents and catalysts are C(C)(=O)[O-].[Cu+2].C(C)(=O)[O-] (copper acetate). The solvent is CN(C(C)=O)C (N,N-dimethylacetamide). Reaction conditions: time 8 hour. Yields the product ClC1=C(C=CC=C1)N1N=C(C(=C1)C(=O)OC)C (methyl 1-(2-chlorophenyl)-3-methyl-1H-pyrazole-4-carboxylate). The yield is 24.8%. As a reaction SMILES: [CH3:1][C:2]1[C:6]([C:7]([O:9][CH3:10])=[O:8])=[CH:5][NH:4][N:3]=1.[Cl:11][C:12]1[CH:17]=[CH:16][CH:15]=[CH:14][C:13]=1B(O)O.N1C=CC=CC=1>CN(C)C(=O)C.C([O-])(=O)C.[Cu+2].C([O-])(=O)C>[Cl:11][C:12]1[CH:17]=[CH:16][CH:15]=[CH:14][C:13]=1[N:4]1[CH:5]=[C:6]([C:7]([O:9][CH3:10])=[O:8])[C:2]([CH3:1])=[N:3]1 |f:4.5.6|. Procedure details: Methyl 3-methyl-1H-pyrazole-4-carboxylate (4.5 g) synthesized in Example 1(3) was dissolved in N,N-dimethylacetamide (100 mL), 2-chlorophenylboronic acid (10.0 g), copper acetate (11.7 g) and pyridine (10.4 mL) were added, and the mixture was stirred at room temperature overnight. The reaction mixture was filtered through celite, 1N hydrochloric acid (100 mL) was added to the filtrate, and the mixture was extracted with diethyl ether. The extract was washed with brine, dried over magnesium sulfa...